Dataset: the Open Reaction Database (ORD), a public repository of structured organic reaction records. Task: describe an organic reaction: reactants, conditions, products, and yield Starting materials: OC1=CC(=CC(=N1)C1=NC(=CC=C1)C)C=1C=NC=C(C1)C1=CC=C(C=C1)C(=O)N1CCN(CC1)C(C)C ([4-(6′-Hydroxy-6-methyl-[2,2′;4′,3″]terpyridin-5″-yl)-phenyl]-(4-isopropyl-piperazin-1-yl)-methanone), C(C)(C)N1CCN(CC1)CC1=CC=C(C=C1)B(O)O (4-((4-Isopropyl-piperazin-1-yl)methyl)-phenyl boronic acid), C(C)(C)N1CCN(CC1)CC1=CC=C(C=C1)B(O)O (4-((4-Isopropyl-piperazin-1-yl)methyl)-phenyl boronic acid). The product is C(C)(C)N1CCN(CC1)CC1=CC=C(C=C1)C=1C=C(C=NC1)C1=CC(=NC(=C1)O)C1=NC(=CC=C1)C (5″-[4-(4-Isopropyl-piperazin-1-ylmethyl)-phenyl]-6-methyl-[2,2′;4′,3″]terpyridin-6′-ol). As a reaction SMILES: [OH:1][C:2]1[N:7]=[C:6]([C:8]2[CH:13]=[CH:12][CH:11]=[C:10]([CH3:14])[N:9]=2)[CH:5]=[C:4]([C:15]2[CH:16]=[N:17][CH:18]=[C:19]([C:21]3[CH:26]=[CH:25][C:24]([C:27]([N:29]4[CH2:34][CH2:33][N:32]([CH:35]([CH3:37])[CH3:36])[CH2:31][CH2:30]4)=O)=[CH:23][CH:22]=3)[CH:20]=2)[CH:3]=1.C(N1CCN(CC2C=CC(B(O)O)=CC=2)CC1)(C)C>>[CH:35]([N:32]1[CH2:31][CH2:30][N:29]([CH2:27][C:24]2[CH:23]=[CH:22][C:21]([C:19]3[CH:20]=[C:15]([C:4]4[CH:3]=[C:2]([OH:1])[N:7]=[C:6]([C:8]5[CH:13]=[CH:12][CH:11]=[C:10]([CH3:14])[N:9]=5)[CH:5]=4)[CH:16]=[N:17][CH:18]=3)=[CH:26][CH:25]=2)[CH2:34][CH2:33]1)([CH3:37])[CH3:36]. Reported procedure: is prepared analogously to [4-(6′-Hydroxy-6-methyl-[2,2′;4′,3″]terpyridin-5″-yl)-phenyl]-(4-isopropyl-piperazin-1-yl)-methanone (Example 2.109) by replacing (4-isopropyl-piperazin-1-yl)-[4-(4,4,5,5-tetramethyl-[1,3,2]dioxaborolan-2-yl)-phenyl]-methanone with 4-(4-Isopropyl-piperazin-1-ylmethyl)-phenyl boronic acid (Intermediate B3). Starting materials: CCOC(=O)CSc1cnc(NC(=O)N(CC2CCCC2)c2cccc(NS(C)(=O)=O)c2)s1, CCOC(=O)CSc1cnc(N)s1, O=C(O)Cc1csc(NC(=O)N(CC2CCCC2)c2ccc(F)c(F)c2)n1, O=CC1CCCC1, CS(=O)(=O)Nc1cccc(N)c1. Product: CS(=O)(=O)Nc1cccc(N(CC2CCCC2)C(=O)Nc2ncc(SCC(=O)O)s2)c1. Reaction SMILES: [CH2:1]([CH3:2])[O:3][C:4]([CH2:5][S:6][c:7]1[cH:8][n:9][c:10]([NH:12][C:13](=[O:14])[N:15]([c:16]2[cH:17][c:18]([NH:22][S:23](=[O:24])(=[O:25])[CH3:26])[cH:19][cH:20][cH:21]2)[CH2:27][CH:28]2[CH2:29][CH2:30][CH2:31][CH2:32]2)[s:11]1)=[O:33].[CH2:80]([O:81][C:82](=[O:83])[CH2:84][S:85][c:86]1[s:87][c:88]([NH2:89])[n:90][cH:91]1)[CH3:92].[CH:34]1([CH2:35][N:36]([c:37]2[cH:38][cH:39][c:40]([F:41])[c:42]([F:43])[cH:44]2)[C:45](=[O:46])[NH:47][c:48]2[s:49][cH:50][c:51]([CH2:52][C:53]([OH:54])=[O:55])[n:56]2)[CH2:57][CH2:58][CH2:59][CH2:60]1.[CH:73]1([CH:74]=[O:75])[CH2:76][CH2:77][CH2:78][CH2:79]1.[NH2:61][c:62]1[cH:63][c:64]([NH:65][S:66]([CH3:67])(=[O:68])=[O:69])[cH:70][cH:71][cH:72]1>>[O:3]=[C:4]([CH2:5][S:6][c:7]1[cH:8][n:9][c:10]([NH:12][C:13](=[O:14])[N:15]([c:16]2[cH:17][c:18]([NH:22][S:23](=[O:24])(=[O:25])[CH3:26])[cH:19][cH:20][cH:21]2)[CH2:27][CH:28]2[CH2:29][CH2:30][CH2:31][CH2:32]2)[s:11]1)[OH:33].